This data is from the Open Reaction Database (ORD), a public repository of structured organic reaction records. The task is: describe an organic reaction: reactants, conditions, products, and yield Reaction SMILES: [BH:22]([O-:23])[O:30][c:24]1[cH:25][cH:26][cH:27][cH:28][cH:29]1.[Br:1][c:2]1[cH:3][c:4]([CH2:8][O:9][c:10]2[cH:11][cH:12][c:13]([CH2:16][CH2:17][C:18](=[O:19])[O:20][CH3:21])[cH:14][cH:15]2)[cH:5][cH:6][cH:7]1.[CH3:39][OH:40].[Na+:31].[Na+:32].[O-:33][C:34](=[O:35])[O-:36].[OH2:37].[OH2:38].[c:41]1([CH3:42])[cH:43][cH:44][cH:45][cH:46][cH:47]1>>[c:2]1(-[c:24]2[cH:25][cH:26][cH:27][cH:28][cH:29]2)[cH:3][c:4]([CH2:8][O:9][c:10]2[cH:11][cH:12][c:13]([CH2:16][CH2:17][C:18](=[O:19])[O:20][CH3:21])[cH:14][cH:15]2)[cH:5][cH:6][cH:7]1. The product is COC(=O)CCc1ccc(OCc2cccc(-c3ccccc3)c2)cc1. Reactants: [O-]BOc1ccccc1, COC(=O)CCc1ccc(OCc2cccc(Br)c2)cc1, CO, [Na+], [Na+], O=C([O-])[O-], O, O, Cc1ccccc1. The reactants are C(C)(C)(C)OC(N(CC=1C=NC=CC1)CCCOC1=CC=CC2=C1C(=C(O2)C(C2=NC=CC=C2)O)C)=O ({3-[2-(hydroxy-pyridin-2-yl-methyl)-3-methyl-benzofuran-4-yloxy]-propyl}-pyridin-3-ylmethyl-carbamic acid tert-butyl ester). The reagents and catalysts are [O-2].[Mn+4].[O-2] (manganese(IV) oxide). Solvent: C(Cl)(Cl)Cl (chloroform). Conditions: time 8 hour. The product is CC1=C(OC2=C1C(=CC=C2)OCCCNCC=2C=NC=CC2)C(=O)C2=NC=CC=C2 ((3-Methyl-4-{3-[(pyridin-3-ylmethyl)-amino]-propoxy}-benzofuran-2-yl)-pyridin-2-yl-methanone). Isolated yield 100.4%. Reaction SMILES: C(OC(=O)[N:7]([CH2:15][CH2:16][CH2:17][O:18][C:19]1[C:24]2[C:25]([CH3:36])=[C:26]([CH:28]([OH:35])[C:29]3[CH:34]=[CH:33][CH:32]=[CH:31][N:30]=3)[O:27][C:23]=2[CH:22]=[CH:21][CH:20]=1)[CH2:8][C:9]1[CH:10]=[N:11][CH:12]=[CH:13][CH:14]=1)(C)(C)C>C(Cl)(Cl)Cl.[O-2].[Mn+4].[O-2]>[CH3:36][C:25]1[C:24]2[C:19]([O:18][CH2:17][CH2:16][CH2:15][NH:7][CH2:8][C:9]3[CH:10]=[N:11][CH:12]=[CH:13][CH:14]=3)=[CH:20][CH:21]=[CH:22][C:23]=2[O:27][C:26]=1[C:28]([C:29]1[CH:34]=[CH:33][CH:32]=[CH:31][N:30]=1)=[O:35] |f:2.3.4|. Procedure: To a solution of {3-[2-(hydroxy-pyridin-2-yl-methyl)-3-methyl-benzofuran-4-yloxy]-propyl}-pyridin-3-ylmethyl-carbamic acid tert-butyl ester (30 mg) in chloroform (2 ml) was added manganese(IV) oxide (45 mg) at room temperature and the mixture was stirred vigorously overnight. The mixture was filtered through a pad of Celite and concentrated in vacuo. The titled compound (24 mg) was obtained as a pale yellow oil after the purification with silica gel TLC developed by the mixture of dichlormethane... Reactants: [N+](=[N-])=C[Si](C)(C)C ((Diazomethyl)trimethylsilane), [N+](=[N-])=C[Si](C)(C)C ((diazomethyl)trimethylsilane), O (water), OCC(C(=O)OC)C1=CC(=CC(=C1)C(F)(F)F)C(F)(F)F ((RS)-methyl α-(hydroxymethyl)-3,5-bis(trifluoromethyl)benzeneacetate), F[B-](F)(F)F.[H+] (fluoroboric acid), [N+](=[N-])=C[Si](C)(C)C ((diazomethyl)trimethylsilane), [N+](=[N-])=C[Si](C)(C)C ((diazomethyl)trimethylsilane). The solvent is ClCCl (dichloromethane). Run at time 20 minute. Product: COCC(C(=O)OC)C1=CC(=CC(=C1)C(F)(F)F)C(F)(F)F ((RS)-Methyl α-(Methoxymethyl)-3,5-bis(trifluoromethyl)benzeneacetate). Isolated yield 78.9%. As a reaction SMILES: [N+](=[CH:3][Si](C)(C)C)=[N-].[OH:8][CH2:9][CH:10]([C:15]1[CH:20]=[C:19]([C:21]([F:24])([F:23])[F:22])[CH:18]=[C:17]([C:25]([F:28])([F:27])[F:26])[CH:16]=1)[C:11]([O:13][CH3:14])=[O:12].F[B-](F)(F)F.[H+].O>ClCCl>[CH3:3][O:8][CH2:9][CH:10]([C:15]1[CH:16]=[C:17]([C:25]([F:26])([F:27])[F:28])[CH:18]=[C:19]([C:21]([F:23])([F:22])[F:24])[CH:20]=1)[C:11]([O:13][CH3:14])=[O:12] |f:2.3|. Procedure: (Diazomethyl)trimethylsilane (1.6 mL, 3.2 mmol) was added dropwise to a stirred, cooled (0° C.) mixture of (RS)-methyl α-(hydroxymethyl)-3,5-bis(trifluoromethyl)benzeneacetate (Description 7, 1.0 g, 3.2 mmol) and aqueous fluoroboric acid (48%, 585 mg, 3.2 mmol) in dichloromethane (10 mL) and the mixture was stirred at room temperature for 20 minutes. Further (diazomethyl)trimethylsilane (0.8 mL, 1.6 mmol) was added and the mixture was stirred at room temperature for 20 minutes. Further (diazomet... Reactants: BrC=1C=C2C(=CC1)OCCC21N=C(C(=N1)N)C (6-bromo-5′-methylspiro[chroman-4,2′-imidazol]-4′-amine), BrC=1C=C2C(=CC1)OCCC21N=C(C(=N1)N)C (6-bromo-5′-methylspiro[chroman-4,2′-imidazol]-4′-amine), FC=1C=C(C=C(C1)F)B(O)O (3,5-difluorophenylboronic acid), C(=O)([O-])[O-].[K+].[K+] (K2CO3). Reagents/catalysts: Cl[Pd]Cl.C1(=CC=CC=C1)P([C-]1C=CC=C1)C1=CC=CC=C1.[C-]1(C=CC=C1)P(C1=CC=CC=C1)C1=CC=CC=C1.[Fe+2] ((1,1′-bis(diphenylphosphino)ferrocene)-dichloropalladium(II)). Solvent: O1CCOCC1 (dioxane). Run at temperature 130 celsius, time 5 minute. The product is FC=1C=C(C=C(C1)F)C=1C=C2C(=CC1)OCCC21N=C(C(=N1)N)C (6-(3,5-Difluorophenyl)-5′-methylspiro[chroman-4,2′-imidazol]-4′-amine). Yield: 15.3%. As a reaction SMILES: Br[C:2]1[CH:3]=[C:4]2[C:11]3([N:15]=[C:14]([NH2:16])[C:13]([CH3:17])=[N:12]3)[CH2:10][CH2:9][O:8][C:5]2=[CH:6][CH:7]=1.[F:18][C:19]1[CH:20]=[C:21](B(O)O)[CH:22]=[C:23]([F:25])[CH:24]=1.C([O-])([O-])=O.[K+].[K+]>O1CCOCC1.Cl[Pd]Cl.C1(P(C2C=CC=CC=2)[C-]2C=CC=C2)C=CC=CC=1.[C-]1(P(C2C=CC=CC=2)C2C=CC=CC=2)C=CC=C1.[Fe+2]>[F:18][C:19]1[CH:20]=[C:21]([C:2]2[CH:3]=[C:4]3[C:11]4([N:15]=[C:14]([NH2:16])[C:13]([CH3:17])=[N:12]4)[CH2:10][CH2:9][O:8][C:5]3=[CH:6][CH:7]=2)[CH:22]=[C:23]([F:25])[CH:24]=1 |f:2.3.4,6.7.8.9|. Procedure: 6-Bromo-5′-methylspiro[chroman-4,2′-imidazol]-4′-amine (Intermediate 4, 0.10 g, 0.34 mmol), 3,5-difluorophenylboronic acid (0.11 g, 0.68 mmol) and 2M K2CO3 (aq., 0.34 mL, 0.69 mmol) were mixed in dioxane (3 mL) and degassed by passing through nitrogen for 5 min. Then (1,1′-bis(diphenylphosphino)ferrocene)-dichloropalladium(II) (14 mg, 20 μmol) was added and the mixture was heated in a microwave oven at 130° C. for 1 h. Purification by preparative chromatography gave the title compound (17 mg, 15... Reactants: C(C)(C)(C)OC(=O)[C@@H]1N(CCC1)C(C1=CC=C(C=C1)C1=NC=C(C=C1)NC(=O)C=1N=C(OC1C(F)(F)F)C1=CC=CC=C1)=O ((R)-1-(4-{5-[(2-phenyl-5-trifluoromethyl-oxazole-4-carbonyl)-amino]-pyridin-2-yl}-benzoyl)-pyrrolidine-2-carboxylic acid tert-butyl ester), FC(C(=O)O)(F)F (trifluoroacetic acid). Conditions: time 1 hour. The product is C1(=CC=CC=C1)C=1OC(=C(N1)C(=O)NC=1C=CC(=NC1)C1=CC=C(C(=O)N2[C@H](CCC2)C(=O)O)C=C1)C(F)(F)F ((R)-1-(4-{5-[(2-phenyl-5-trifluoromethyl-oxazole-4-carbonyl)-amino]-pyridin-2-yl}-benzoyl)-pyrrolidine-2-carboxylic acid). The yield is 80.4%. As a reaction SMILES: C([O:5][C:6]([C@H:8]1[CH2:12][CH2:11][CH2:10][N:9]1[C:13](=[O:44])[C:14]1[CH:19]=[CH:18][C:17]([C:20]2[CH:25]=[CH:24][C:23]([NH:26][C:27]([C:29]3[N:30]=[C:31]([C:38]4[CH:43]=[CH:42][CH:41]=[CH:40][CH:39]=4)[O:32][C:33]=3[C:34]([F:37])([F:36])[F:35])=[O:28])=[CH:22][N:21]=2)=[CH:16][CH:15]=1)=[O:7])(C)(C)C.FC(F)(F)C(O)=O>>[C:38]1([C:31]2[O:32][C:33]([C:34]([F:35])([F:36])[F:37])=[C:29]([C:27]([NH:26][C:23]3[CH:24]=[CH:25][C:20]([C:17]4[CH:18]=[CH:19][C:14]([C:13]([N:9]5[CH2:10][CH2:11][CH2:12][C@@H:8]5[C:6]([OH:7])=[O:5])=[O:44])=[CH:15][CH:16]=4)=[N:21][CH:22]=3)=[O:28])[N:30]=2)[CH:43]=[CH:42][CH:41]=[CH:40][CH:39]=1. Procedure details: (R)-1-(4-{5-[(2-phenyl-5-trifluoromethyl-oxazole-4-carbonyl)-amino]-pyridin-2-yl}-benzoyl)-pyrrolidine-2-carboxylic acid tert-butyl ester (37 mg) from above was treated with 2 mL of trifluoroacetic acid and stirred at room temperature for one hour. The reaction was concentrated and the product was lyophilized to give 27 mg of (R)-1-(4-{5-[(2-phenyl-5-trifluoromethyl-oxazole-4-carbonyl)-amino]-pyridin-2-yl}-benzoyl)-pyrrolidine-2-carboxylic acid as a white powder. LCMS calcd for C28H21F3N4O5 (m/e... Starting materials: ClCc1nc2cnc3ccccc3c2n1CC1CCOCC1, ClCCl, [NH4+], [OH-], O, O=C(OO)c1cccc(Cl)c1, Cc1ccc(S(=O)(=O)Cl)cc1. Product: Nc1nc2ccccc2c2c1nc(CCl)n2CC1CCOCC1. As a reaction SMILES: [Cl:12][CH2:13][c:14]1[n:15]([CH2:27][CH:28]2[CH2:29][CH2:30][O:31][CH2:32][CH2:33]2)[c:16]2[c:17]([cH:18][n:19][c:20]3[cH:21][cH:22][cH:23][cH:24][c:25]23)[n:26]1.[Cl:47][CH2:48][Cl:49].[NH4+:34].[OH-:35].[OH2:50].[OH:1][O:2][C:3]([c:4]1[cH:5][c:6]([Cl:7])[cH:8][cH:9][cH:10]1)=[O:11].[c:36]1([CH3:37])[cH:38][cH:39][c:40]([S:41]([Cl:42])(=[O:43])=[O:44])[cH:45][cH:46]1>>[Cl:12][CH2:13][c:14]1[n:15]([CH2:27][CH:28]2[CH2:29][CH2:30][O:31][CH2:32][CH2:33]2)[c:16]2[c:17]([c:18]([NH2:34])[n:19][c:20]3[cH:21][cH:22][cH:23][cH:24][c:25]23)[n:26]1.